Dataset: the Open Reaction Database (ORD), a public repository of structured organic reaction records. Task: describe an organic reaction: reactants, conditions, products, and yield Starting materials: NC1=NC(=C(C(=N1)C=1OC=CC1)C#N)SC (2-amino-4-(2-furyl)-6-(methylthio)-5-pyrimidinecarbonitrile), C1(CCCCC1)N (cyclohexylamine). Run in C(C)O (ethanol). The product is NC1=NC(=C(C(=N1)NC1CCCCC1)C#N)C=1OC=CC1 (2-Amino-4-cyclohexylamino-6-furan-2-yl-pyrimidine-5-carbonitrile). Procedure details: From 2-amino-4-(2-furyl)-6-(methylthio)-5-pyrimidinecarbonitrile and cyclohexylamine in ethanol. EI-MS m/e (%): 283 (M+, 22), 282 ([M—H]+, 20), 240 ([M—C2H5]+, 16), 226 ([M—C4H9]+, 36), 201 ([M—C6H10]+, 100). RXN SMILES: [NH2:1][C:2]1[N:7]=[C:6]([C:8]2[O:9][CH:10]=[CH:11][CH:12]=2)[C:5]([C:13]#[N:14])=[C:4](SC)[N:3]=1.[CH:17]1([NH2:23])[CH2:22][CH2:21][CH2:20][CH2:19][CH2:18]1>C(O)C>[NH2:1][C:2]1[N:3]=[C:4]([NH:23][CH:17]2[CH2:22][CH2:21][CH2:20][CH2:19][CH2:18]2)[C:5]([C:13]#[N:14])=[C:6]([C:8]2[O:9][CH:10]=[CH:11][CH:12]=2)[N:7]=1. Starting materials: FC1=C(C=CC(=C1OC)F)N (2,4-Difluoro-3-methoxyphenylamine), [Cl-].[Na+].O (brine), FC(C(=O)OC(C(F)(F)F)=O)(F)F (trifluoroacetic anhydride), OO (hydrogen peroxide). The solvent is C(Cl)Cl (DCM), C(Cl)Cl (DCM). Run at time 3 hour. The product is FC1=C(C(=C(C=C1)[N+](=O)[O-])F)OC (1,3-Difluoro-2-methoxy-4-nitrobenzene). Yield: 57.0%. As a reaction SMILES: FC(F)(F)C(OC(=O)C(F)(F)F)=[O:4].OO.[F:16][C:17]1[C:22]([O:23][CH3:24])=[C:21]([F:25])[CH:20]=[CH:19][C:18]=1[NH2:26].[Cl-].[Na+].[OH2:29]>C(Cl)Cl>[F:25][C:21]1[CH:20]=[CH:19][C:18]([N+:26]([O-:4])=[O:29])=[C:17]([F:16])[C:22]=1[O:23][CH3:24] |f:3.4.5|. Procedure details: To a solution of trifluoroacetic anhydride (26.2 mL, 0.19 mol) in DCM (100 mL) at 0° C. was added, dropwise, hydrogen peroxide (50% in water, 12.9 mL, 0.17 mol) and the reaction mixture was stirred at 0° C. for 1.5 h. 2,4-Difluoro-3-methoxyphenylamine (3 g, 18.9 mmol) was added as a solution in DCM (20 mL) and the reaction mixture stirred at RT for 3 h. The reaction mixture was diluted with brine and extracted with DCM (3×30 mL). The combined organic fractions were washed with sat. aq. NaHCO3 so... Starting materials: ClC1=CC=C(C=C1)[C@@H]1N=C(N([C@@H]1C1=CC=C(C=C1)Cl)C(=O)Cl)C1=C(C=C(C=C1)C(CO)(C)C)OCC ((4S,5R)-4,5-bis-(4-chloro-phenyl)-2-[2-ethoxy-4-(2-hydroxy-1,1-dimethyl-ethyl)-phenyl]-4,5-dihydro-imidazole-1-carbonyl chloride), CON(C(CN1CCNCC1)=O)C (N-methoxy-N-methyl-2-piperazin-1-yl-acetamide). The product is Cl.ClC1=CC=C(C=C1)[C@@H]1N=C(N([C@@H]1C1=CC=C(C=C1)Cl)C(=O)N1CCN(CC1)CC(=O)N(C)OC)C1=C(C=C(C=C1)C(CO)(C)C)OCC (2-(4-{(4S,5R)-4,5-Bis-(4-chloro-phenyl)-2-[2-ethoxy-4-(2-hydroxy-1,1-dimethyl-ethyl)-phenyl]-4,5-dihydro-imidazole-1-carbonyl}-piperazin-1-yl)-N-methoxy-N-methyl-acetamide hydrochloride). Reaction SMILES: [Cl:1][C:2]1[CH:7]=[CH:6][C:5]([C@H:8]2[C@@H:12]([C:13]3[CH:18]=[CH:17][C:16]([Cl:19])=[CH:15][CH:14]=3)[N:11]([C:20](Cl)=[O:21])[C:10]([C:23]3[CH:28]=[CH:27][C:26]([C:29]([CH3:33])([CH3:32])[CH2:30][OH:31])=[CH:25][C:24]=3[O:34][CH2:35][CH3:36])=[N:9]2)=[CH:4][CH:3]=1.[CH3:37][O:38][N:39]([CH3:49])[C:40](=[O:48])[CH2:41][N:42]1[CH2:47][CH2:46][NH:45][CH2:44][CH2:43]1>>[ClH:1].[Cl:1][C:2]1[CH:7]=[CH:6][C:5]([C@H:8]2[C@@H:12]([C:13]3[CH:14]=[CH:15][C:16]([Cl:19])=[CH:17][CH:18]=3)[N:11]([C:20]([N:45]3[CH2:44][CH2:43][N:42]([CH2:41][C:40]([N:39]([O:38][CH3:37])[CH3:49])=[O:48])[CH2:47][CH2:46]3)=[O:21])[C:10]([C:23]3[CH:28]=[CH:27][C:26]([C:29]([CH3:33])([CH3:32])[CH2:30][OH:31])=[CH:25][C:24]=3[O:34][CH2:35][CH3:36])=[N:9]2)=[CH:4][CH:3]=1 |f:2.3|. Procedure details: 2-(4-{(4S,5R)-4,5-Bis-(4-chloro-phenyl)-2-[2-ethoxy-4-(2-hydroxy-1,1-dimethyl-ethyl)-phenyl]-4,5-dihydro-imidazole-1-carbonyl}-piperazin-1-yl)-N-methoxy-N-methyl-acetamide hydrochloride was prepared from (4S,5R)-4,5-bis-(4-chloro-phenyl)-2-[2-ethoxy-4-(2-hydroxy-1,1-dimethyl-ethyl)-phenyl]-4,5-dihydro-imidazole-1-carbonyl chloride (example 12g) and N-methoxy-N-methyl-2-piperazin-1-yl-acetamide (example 16b) in an analogous manner as described in example 25. LR-MS: 696.5 [(M+H)+] Reactants: BrCCCCCBr, O=C([O-])[O-], COC(=O)C1(C)CCc2c(C)c(O)c(C)c(C)c2O1, CC#N, [K+], [K+], C1COCCOCCOCCOCCOCCO1, O. The product is COC(=O)C1(C)CCc2c(C)c(OCCCCCBr)c(C)c(C)c2O1. As a reaction SMILES: [Br:44][CH2:45][CH2:46][CH2:47][CH2:48][CH2:49][Br:50].[C:20](=[O:21])([O-:22])[O-:23].[CH3:1][O:2][C:3](=[O:4])[C:5]1([CH3:19])[O:6][c:7]2[c:8]([c:11]([CH3:18])[c:12]([OH:17])[c:13]([CH3:16])[c:14]2[CH3:15])[CH2:9][CH2:10]1.[CH3:52][C:53]#[N:54].[K+:24].[K+:25].[O:26]1[CH2:27][CH2:28][O:29][CH2:30][CH2:31][O:32][CH2:33][CH2:34][O:35][CH2:36][CH2:37][O:38][CH2:39][CH2:40][O:41][CH2:42][CH2:43]1.[OH2:51]>>[CH3:1][O:2][C:3](=[O:4])[C:5]1([CH3:19])[O:6][c:7]2[c:8]([c:11]([CH3:18])[c:12]([O:17][CH2:49][CH2:48][CH2:47][CH2:46][CH2:45][Br:44])[c:13]([CH3:16])[c:14]2[CH3:15])[CH2:9][CH2:10]1. Starting materials: CC(=O)O, CC(C)(C)OC(=O)Nc1cc(CC(C)(C)Oc2ccc([N+](=O)[O-])c3ccccc23)ccn1, CO, [H][H]. The product is CC(C)(C)OC(=O)Nc1cc(CC(C)(C)Oc2ccc(N)c3ccccc23)ccn1. Reaction SMILES: [C:37]([OH:38])(=[O:39])[CH3:40].[CH3:1][C:2]([CH2:3][c:4]1[cH:5][c:6]([NH:10][C:11]([O:12][C:13]([CH3:14])([CH3:15])[CH3:16])=[O:17])[n:7][cH:8][cH:9]1)([CH3:18])[O:19][c:20]1[cH:21][cH:22][c:23]([N+:30]([O-:31])=[O:32])[c:24]2[cH:25][cH:26][cH:27][cH:28][c:29]12.[CH3:35][OH:36].[H:33][H:34]>>[CH3:1][C:2]([CH2:3][c:4]1[cH:5][c:6]([NH:10][C:11]([O:12][C:13]([CH3:14])([CH3:15])[CH3:16])=[O:17])[n:7][cH:8][cH:9]1)([CH3:18])[O:19][c:20]1[cH:21][cH:22][c:23]([NH2:30])[c:24]2[cH:25][cH:26][cH:27][cH:28][c:29]12. The product is FC1=CC2=C(C(=NO2)C2CCN(CC2)C=CC2=C(N=C3N(C2=O)CCCC3)C)C=C1 (3-{2-[4-(6-fluorobenzo[d]isoxazol-3-yl)-piperidin-1-yl]-vinyl}-2-methyl-6,7,8,9-tetrahydro-pyrido[1,2-a]pyrimidin-4-one). Yield: 97.4%. As a reaction SMILES: [CH3:1][C:2]1[N:3]=[C:4]2[CH2:15][CH2:14][CH2:13][CH2:12][N:5]2[C:6](=[O:11])[C:7]=1[CH2:8][CH:9]=O.[F:16][C:17]1[CH:31]=[CH:30][C:20]2[C:21]([CH:24]3[CH2:29][CH2:28][NH:27][CH2:26][CH2:25]3)=[N:22][O:23][C:19]=2[CH:18]=1>C1(C)C=CC=CC=1>[F:16][C:17]1[CH:31]=[CH:30][C:20]2[C:21]([CH:24]3[CH2:25][CH2:26][N:27]([CH:9]=[CH:8][C:7]4[C:6](=[O:11])[N:5]5[CH2:12][CH2:13][CH2:14][CH2:15][C:4]5=[N:3][C:2]=4[CH3:1])[CH2:28][CH2:29]3)=[N:22][O:23][C:19]=2[CH:18]=1. Procedure: A mixture of 2.96 g (14.33 mmoles) of (2-methyl-4-oxo-6,7,8,9-tetrahydro-4H-pyrido[1,2-a]pyrimidin-3-yl)-acetaldehyde (II), 3.16 g (14.33 mmoles) of 6-fluoro-3-(4-piperidinyl)-1,2-benzisoxazole (IV) and 50 mL of toluene was transferred to a Dean Stark apparatus. The mixture was brought to boiling point, refluxed for 3 hours, and the solvent was evaporated under reduced pressure to give 5.70 g (97.3%) of 3-{2-[4-(6-fluorobenzo[d]isoxazol-3-yl)-piperidin-1-yl]-vinyl}-2-methyl-6,7,8,9-tetrahydro-py... Solvent: C1(=CC=CC=C1)C (toluene). Starting materials: CC=1N=C2N(C(C1CC=O)=O)CCCC2 ((2-methyl-4-oxo-6,7,8,9-tetrahydro-4H-pyrido[1,2-a]pyrimidin-3-yl)-acetaldehyde), FC1=CC2=C(C(=NO2)C2CCNCC2)C=C1 (6-fluoro-3-(4-piperidinyl)-1,2-benzisoxazole). Starting materials: C(C)[C@@]1(C(N(CCC1)CCC1=CNC2=CC=C(C=C12)F)=O)C(OCC)OCC ((S)-3-ethyl-3-diethoxymethyl-1-[2-(5-fluoro-indol-3-yl)-ethyl]-2-piperidone), C(C)(=O)O (acetic acid), O (water). Run in C(Cl)(Cl)Cl (CHCl3). Product: C(C)[C@@]1(C(N(CCC1)CCC1=CNC2=CC=C(C=C12)F)=O)C=O ((S)-3-ethyl-3-formyl-1-[2-(5-fluoro-indol-3-yl)-ethyl]-2-piperidone). Reaction SMILES: [CH2:1]([C@@:3]1([CH:22](OCC)[O:23]CC)[CH2:8][CH2:7][CH2:6][N:5]([CH2:9][CH2:10][C:11]2[C:19]3[C:14](=[CH:15][CH:16]=[C:17]([F:20])[CH:18]=3)[NH:13][CH:12]=2)[C:4]1=[O:21])[CH3:2].C(O)(=O)C.O>C(Cl)(Cl)Cl>[CH2:1]([C@@:3]1([CH:22]=[O:23])[CH2:8][CH2:7][CH2:6][N:5]([CH2:9][CH2:10][C:11]2[C:19]3[C:14](=[CH:15][CH:16]=[C:17]([F:20])[CH:18]=3)[NH:13][CH:12]=2)[C:4]1=[O:21])[CH3:2]. Procedure: 39.05 g of (S)-3-ethyl-3-diethoxymethyl-1-[2-(5-fluoro-indol-3-yl)-ethyl]-2-piperidone are mixed with 80 cc of 99% acetic acid and 20 cc of water. The mixture is heated to the boil for half an hour in an atmosphere of nitrogen. After cooling, the solvent is removed by evaporation; the oily residue is subsequently taken up twice in 50 cc amounts of toluene and again concentrated by evaporation in order to remove most of the water and acetic acid. After crystallization from ethyl acetate/hexane (1... The solvent is C(Cl)Cl (methylene chloride). Procedure: Following the procedure described in Examples I and II, divinyl ether and 2,2,2-trinitroethanol (X) were reacted for 60.25 hours in methylene chloride in the presence of red mercuric oxide and trifluoroacetic acid. A 25.9% yield of 2,2,2-trinitroethyl vinyl ether was obtained after elution with carbon tetrachloride through the neutral alumina (pH 7.3) column, followed by column chromatographic removal of 2,2,2-trinitroethanol in hexane through 60/200 mesh SiO2. The reactants are mercuric oxide, FC(C(=O)O)(F)F (trifluoroacetic acid), II, C(=C)OC=C (divinyl ether), [N+](=O)([O-])C(CO)([N+](=O)[O-])[N+](=O)[O-] (2,2,2-trinitroethanol). Product: C(=C)OCC([N+](=O)[O-])([N+](=O)[O-])[N+](=O)[O-] (2,2,2-trinitroethyl vinyl ether). Reaction SMILES: [CH:1](OC=C)=[CH2:2].[N+:6]([C:9]([N+:15]([O-:17])=[O:16])([N+:12]([O-:14])=[O:13])[CH2:10][OH:11])([O-:8])=[O:7].FC(F)(F)C(O)=O>C(Cl)Cl>[CH:1]([O:11][CH2:10][C:9]([N+:12]([O-:14])=[O:13])([N+:15]([O-:17])=[O:16])[N+:6]([O-:8])=[O:7])=[CH2:2]. The yield is 25.9%.